This data is from the Open Reaction Database (ORD), a public repository of structured organic reaction records. The task is: describe an organic reaction: reactants, conditions, products, and yield Reactants: C1(CCCC1)NC1=NC=C(C(=N1)OC)C1=NC(=C(C=C1)OC1=CC(=NC=C1)C=1C=NN(C1)C)C (N-cyclopentyl-4-methoxy-5-(6-methyl-5-((2-(1-methyl-1H-pyrazol-4-yl)pyridin-4-yl)oxy)pyridin-2-yl)pyrimidin-2-amine), Br (HBr). Solvent: C(C)(=O)O (acetic acid). Yields the product C1(CCCC1)NC1=NC=C(C(N1)=O)C1=NC(=C(C=C1)OC1=CC(=NC=C1)C=1C=NN(C1)C)C (2-(cyclopentylamino)-5-(6-methyl-5-((2-(1-methyl-1H-pyrazol-4-yl)pyridin-4-yl)oxy)pyridin-2-yl)pyrimidin-4(3H)-one). Yield: 70.3%. Reaction SMILES: [CH:1]1([NH:6][C:7]2[N:12]=[C:11]([O:13]C)[C:10]([C:15]3[CH:20]=[CH:19][C:18]([O:21][C:22]4[CH:27]=[CH:26][N:25]=[C:24]([C:28]5[CH:29]=[N:30][N:31]([CH3:33])[CH:32]=5)[CH:23]=4)=[C:17]([CH3:34])[N:16]=3)=[CH:9][N:8]=2)[CH2:5][CH2:4][CH2:3][CH2:2]1.Br>C(O)(=O)C>[CH:1]1([NH:6][C:7]2[NH:12][C:11](=[O:13])[C:10]([C:15]3[CH:20]=[CH:19][C:18]([O:21][C:22]4[CH:27]=[CH:26][N:25]=[C:24]([C:28]5[CH:29]=[N:30][N:31]([CH3:33])[CH:32]=5)[CH:23]=4)=[C:17]([CH3:34])[N:16]=3)=[CH:9][N:8]=2)[CH2:2][CH2:3][CH2:4][CH2:5]1. Procedure: Using the procedure of Example 6, N-cyclopentyl-4-methoxy-5-(6-methyl-5-((2-(1-methyl-1H-pyrazol-4-yl)pyridin-4-yl)oxy)pyridin-2-yl)pyrimidin-2-amine (0.085 g, 0.186 mmol) and HBr (0.085 mL, 0.743 mmol) were combined in acetic acid (2 mL) to afford 2-(cyclopentylamino)-5-(6-methyl-5-((2-(1-methyl-1H-pyrazol-4-yl)pyridin-4-yl)oxy)pyridin-2-yl)pyrimidin-4(3H)-one (58 mg, 70%). 1H NMR (400 MHz, DMSO-d6): δ 10.78 (br s, 1H), 8.67 (s, 1H), 8.35 (d, J=5.7 Hz, 1H), 8.29-8.23 (m, 2H), 7.96 (s, 1H), 7.50... Starting materials: CC=1C=C(SC1)C1=NNC=C1 (3-(4-Methyl-2-thienyl)-1H-pyrazole), IC(C)CC (2-iodobutane), O (Water), [H-].[Na+] (Sodium hydride). Run in CN(C=O)C (N,N-dimethylformamide), C1CCCCC1.C(C)(=O)OCC (cyclohexane ethyl acetate), CC(C)(C)OC (MTBE). Conditions: temperature 0 celsius, time 15 minute. Yields the product C(C)(CC)N1N=C(C=C1)C=1SC=C(C1)C (1-sec-butyl-3-(4-methyl-2-thienyl)-1H-pyrazole), C(C)(CC)N1N=CC=C1C=1SC=C(C1)C (1-sec-butyl-5-(4-methyl-2-thienyl)-1H-pyrazole). The yield is 18.0%. RXN SMILES: [CH3:1][C:2]1[CH:3]=[C:4]([C:7]2[CH:11]=[CH:10][NH:9][N:8]=2)[S:5][CH:6]=1.[H-].[Na+].I[CH:15]([CH2:17][CH3:18])[CH3:16].O>CN(C)C=O.C1CCCCC1.C(OCC)(=O)C.CC(OC)(C)C>[CH:15]([N:9]1[CH:10]=[CH:11][C:7]([C:4]2[S:5][CH:6]=[C:2]([CH3:1])[CH:3]=2)=[N:8]1)([CH2:17][CH3:18])[CH3:16].[CH:15]([N:8]1[C:7]([C:4]2[S:5][CH:6]=[C:2]([CH3:1])[CH:3]=2)=[CH:11][CH:10]=[N:9]1)([CH2:17][CH3:18])[CH3:16] |f:1.2,6.7|. Procedure: 3-(4-Methyl-2-thienyl)-1H-pyrazole (9.1 mmol) was dissolved in 20 mL dry N,N-dimethylformamide and cooled to 0° C. under argon atmosphere. Sodium hydride (13.7 mmol, 60% dispersion in mineral oil) was added in portions at 0° C. The reaction mixture was allowed to warm to room temperature and was stirred at room temperature for 15 min. After cooling to 0° C. again, 2-iodobutane (18.3 mmol) was added dropwise at 0° C. The reaction mixture was stirred at room temperature for 14 h. Water and MTBE we... The reactants are 13.5, C[O-].[Na+] (sodium methylate), CO (methanol), 44.5, ClCN(S(=O)(=O)Cl)C (N-chloromethyl-N-methylsulfamic acid chloride). Run in C1=CC=CC=C1 (benzene). Conditions: temperature 25 celsius, time 2 hour. Yields the product 29.1, COCN(S(=O)(=O)Cl)C (N-methoxymethyl-N-methylsulfamic acid chloride). Yield: 67.0%. RXN SMILES: [CH3:1][O-:2].[Na+].CO.Cl[CH2:7][N:8]([CH3:13])[S:9]([Cl:12])(=[O:11])=[O:10]>C1C=CC=CC=1>[CH3:1][O:2][CH2:7][N:8]([CH3:13])[S:9]([Cl:12])(=[O:11])=[O:10] |f:0.1|. Procedure: A solution of 13.5 parts of sodium methylate in 110 parts of methanol is added, in the course of 15 minutes at from 0 to 5° C., to a mixture of 44.5 parts of N-chloromethyl-N-methylsulfamic acid chloride in 260 parts of benzene. The reaction mixture is then stirred for 2 hours at 25° C., after which the sodium chloride which has precipitated is filtered off. After removing the solvent under reduced pressure, distillation gives 29.1 parts (67% of theory) of N-methoxymethyl-N-methylsulfamic acid c... The reactants are C[Si](C)(C)CCOCn1ncc2ccc(N)cc21, CO, Clc1nc(Cl)c2occc2n1, C[Si](C)(C)CCOCn1ncc2ccc(Nc3nc(N4CCC(F)(CN5C(=O)c6ccccc6C5=O)CC4)c4occc4n3)cc21, NC(=O)c1ccccc1C(N)=O, NN, O. Product: C[Si](C)(C)CCOCn1ncc2ccc(Nc3nc(N4CCC(F)(CN)CC4)c4occc4n3)cc21. RXN SMILES: [CH3:70][Si:71]([CH3:72])([CH3:73])[CH2:74][CH2:75][O:76][CH2:77][n:78]1[c:79]2[c:80]([cH:81][cH:82][c:83]([NH2:84])[cH:85]2)[cH:86][n:87]1.[CH3:91][OH:92].[Cl:59][c:60]1[n:61][c:62]([Cl:63])[c:64]2[o:65][cH:66][cH:67][c:68]2[n:69]1.[F:1][C:2]1([CH2:35][N:36]2[C:37](=[O:38])[c:39]3[c:40]([cH:41][cH:42][cH:43][cH:44]3)[C:45]2=[O:46])[CH2:3][CH2:4][N:5]([c:8]2[c:9]3[c:10]([n:11][c:12]([NH:14][c:15]4[cH:16][cH:17][c:18]5[cH:19][n:20][n:21]([CH2:24][O:25][CH2:26][CH2:27][Si:28]([CH3:29])([CH3:30])[CH3:31])[c:22]5[cH:23]4)[n:13]2)[cH:32][cH:33][o:34]3)[CH2:6][CH2:7]1.[NH2:47][C:48]([c:49]1[c:50]([C:51](=[O:52])[NH2:53])[cH:54][cH:55][cH:56][cH:57]1)=[O:58].[NH2:89][NH2:90].[OH2:88]>>[F:1][C:2]1([CH2:35][NH2:36])[CH2:3][CH2:4][N:5]([c:8]2[c:9]3[c:10]([n:11][c:12]([NH:14][c:15]4[cH:16][cH:17][c:18]5[cH:19][n:20][n:21]([CH2:24][O:25][CH2:26][CH2:27][Si:28]([CH3:29])([CH3:30])[CH3:31])[c:22]5[cH:23]4)[n:13]2)[cH:32][cH:33][o:34]3)[CH2:6][CH2:7]1. Procedure: A mixture of 0,32 g (0.0079 mole) of sodium hydride and 200 mL of dry tetrahydrofuran was cooled to -20 ° C, and 1.26 g (0.0069 mole) of ethyl 3-amino-4,4,4-trifluorocrotonate was added in a dropwise manner. This mixture was stirred for 10 minutes, and then 1.68 g (0.0069 mole) of 7-chloro-2,2-dimethyl-5-fluoro-1,3-benzodioxol-4-yl isocyanate was added in a dropwise manner. Upon completion of addition, the reaction mixture was allowed to warm to ambient temperature at which it was stirred for on... Product: ClC1=CC(=C(C2=C1OC(O2)(C)C)N2C(N(C(=CC2=O)C(F)(F)F)C)=O)F (3-(7-chloro-2,2-dimethyl-5-fluoro- 1,3-benzodioxol-4-yl)-1 -methyl-6-trifluoromethyluracil). Solvent: O1CCCC1 (tetrahydrofuran), O (water). Run at temperature -20 celsius, time 10 minute. The reactants are C([O-])([O-])=O.[K+].[K+] (potassium carbonate), CI (methyl iodide), N\C(=C/C(=O)OCC)\C(F)(F)F (ethyl 3-amino-4,4,4-trifluorocrotonate), [H-].[Na+] (sodium hydride), ClC1=CC(=C(C2=C1OC(O2)(C)C)N=C=O)F (7-chloro-2,2-dimethyl-5-fluoro-1,3-benzodioxol-4-yl isocyanate). RXN SMILES: [H-].[Na+].[NH2:3]/[C:4](/[C:11]([F:14])([F:13])[F:12])=[CH:5]\[C:6]([O:8]CC)=O.[Cl:15][C:16]1[C:21]2[O:22][C:23]([CH3:26])([CH3:25])[O:24][C:20]=2[C:19]([N:27]=[C:28]=[O:29])=[C:18]([F:30])[CH:17]=1.[C:31](=O)([O-])[O-].[K+].[K+].CI>O.O1CCCC1>[Cl:15][C:16]1[C:21]2[O:22][C:23]([CH3:26])([CH3:25])[O:24][C:20]=2[C:19]([N:27]2[C:6](=[O:8])[CH:5]=[C:4]([C:11]([F:12])([F:13])[F:14])[N:3]([CH3:31])[C:28]2=[O:29])=[C:18]([F:30])[CH:17]=1 |f:0.1,4.5.6|. The yield is 21.3%. Reactants: O=C([O-])O, CO, [Na+], COCCOCOCC(COC(c1ccccc1)(c1ccccc1)c1ccccc1)Oc1ccon1, Cc1ccc(S(=O)(=O)O)cc1. The product is COCCOCOCC(CO)Oc1ccon1. Reaction SMILES: [C:48](=[O:49])([OH:50])[O-:51].[CH3:53][OH:54].[Na+:52].[c:1]1([C:2]([c:3]2[cH:4][cH:5][cH:6][cH:7][cH:25]2)([O:8][CH2:9][CH:10]([O:11][c:12]2[n:13][o:14][cH:15][cH:16]2)[CH2:17][O:18][CH2:19][O:20][CH2:21][CH2:22][O:23][CH3:24])[c:26]2[cH:27][cH:28][cH:29][cH:30][cH:31]2)[cH:32][cH:33][cH:34][cH:35][cH:36]1.[c:37]1([CH3:38])[cH:39][cH:40][c:41]([S:42]([OH:43])(=[O:44])=[O:45])[cH:46][cH:47]1>>[OH:8][CH2:9][CH:10]([O:11][c:12]1[n:13][o:14][cH:15][cH:16]1)[CH2:17][O:18][CH2:19][O:20][CH2:21][CH2:22][O:23][CH3:24]. Reactants: CCOC(C)=O, COC(=O)CCCCC(=O)C=Cc1ccccc1OCc1ccc(C2CCCCC2)cc1, [H][H]. Yields the product COC(=O)CCCCC(=O)CCc1ccccc1OCc1ccc(C2CCCCC2)cc1. Reaction SMILES: [CH3:35][CH2:36][O:37][C:38](=[O:39])[CH3:40].[CH:1]1([c:7]2[cH:8][cH:9][c:10]([CH2:11][O:12][c:13]3[c:14]([CH:19]=[CH:20][C:21]([CH2:22][CH2:23][CH2:24][CH2:25][C:26](=[O:27])[O:28][CH3:29])=[O:30])[cH:15][cH:16][cH:17][cH:18]3)[cH:31][cH:32]2)[CH2:2][CH2:3][CH2:4][CH2:5][CH2:6]1.[H:33][H:34]>>[CH:1]1([c:7]2[cH:8][cH:9][c:10]([CH2:11][O:12][c:13]3[c:14]([CH2:19][CH2:20][C:21]([CH2:22][CH2:23][CH2:24][CH2:25][C:26](=[O:27])[O:28][CH3:29])=[O:30])[cH:15][cH:16][cH:17][cH:18]3)[cH:31][cH:32]2)[CH2:2][CH2:3][CH2:4][CH2:5][CH2:6]1.